Dataset: the Open Reaction Database (ORD), a public repository of structured organic reaction records. Task: describe an organic reaction: reactants, conditions, products, and yield The reactants are ClC1=C(C(=O)O)C=CC=C1 (2-chlorobenzoic acid), FC(C1=CC=C(C=N1)C(CN)N1CCC(CC1)(F)F)(F)F (2-(6-(trifluoromethyl)-3-pyridyl)-2-(4,4-difluoro-piperidin-1-yl)-ethylamine). Yields the product ClC1=C(C(=O)NCC(C=2C=NC(=CC2)C(F)(F)F)N2CCC(CC2)(F)F)C=CC=C1 (2-Chloro-N-[2-(4,4-difluoro-1-piperidyl)-2-[6-(trifluoromethyl)-3-pyridyl]ethyl]benzamide). Reaction SMILES: [Cl:1][C:2]1[CH:10]=[CH:9][CH:8]=[CH:7][C:3]=1[C:4]([OH:6])=O.[F:11][C:12]([F:31])([F:30])[C:13]1[N:18]=[CH:17][C:16]([CH:19]([N:22]2[CH2:27][CH2:26][C:25]([F:29])([F:28])[CH2:24][CH2:23]2)[CH2:20][NH2:21])=[CH:15][CH:14]=1>>[Cl:1][C:2]1[CH:10]=[CH:9][CH:8]=[CH:7][C:3]=1[C:4]([NH:21][CH2:20][CH:19]([N:22]1[CH2:23][CH2:24][C:25]([F:29])([F:28])[CH2:26][CH2:27]1)[C:16]1[CH:17]=[N:18][C:13]([C:12]([F:11])([F:30])[F:31])=[CH:14][CH:15]=1)=[O:6]. Procedure details: From 2-chlorobenzoic acid and 2-(6-(trifluoromethyl)-3-pyridyl)-2-(4,4-difluoro-piperidin-1-yl)-ethylamine. The reactants are COC([C@H](CCCC)N1C(NC2=CC=C(C=C2C1=O)OC)=O)=O ((S)-2-(6-methoxy-2,4-dioxo-1,4-dihydro-2H-quinazolin-3-yl)-hexanoic acid methyl ester), [I-].CN1C=C(C2=C(C=CC=C12)C)C[N+](C)(C)C ((1,4-dimethyl-1H-indol-3-ylmethyl)-trimethylammonium iodide), C(=O)([O-])[O-].[K+].[K+] (K2CO3). Run in CCOC(=O)C (EtOAc), CN(C)C=O (DMF). Conditions: temperature 60 celsius, time 4 hour. Yields the product COC([C@H](CCCC)N1C(N(C2=CC=C(C=C2C1=O)OC)CC1=CN(C2=CC=CC(=C12)C)C)=O)=O ((S)-2-[1-(1,4-dimethyl-1H-indol-3-ylmethyl)-6-methoxy-2,4-dioxo-1,4-dihydro-2H-quinazolin-3-yl]-hexanoic acid methyl ester). Yield: 96.6%. As a reaction SMILES: [CH3:1][O:2][C:3](=[O:23])[C@@H:4]([N:9]1[C:18](=[O:19])[C:17]2[C:12](=[CH:13][CH:14]=[C:15]([O:20][CH3:21])[CH:16]=2)[NH:11][C:10]1=[O:22])[CH2:5][CH2:6][CH2:7][CH3:8].[I-].[CH3:25][N:26]1[C:34]2[C:29](=[C:30]([CH3:35])[CH:31]=[CH:32][CH:33]=2)[C:28]([CH2:36][N+](C)(C)C)=[CH:27]1.C([O-])([O-])=O.[K+].[K+]>CN(C=O)C.CCOC(C)=O>[CH3:1][O:2][C:3](=[O:23])[C@@H:4]([N:9]1[C:18](=[O:19])[C:17]2[C:12](=[CH:13][CH:14]=[C:15]([O:20][CH3:21])[CH:16]=2)[N:11]([CH2:36][C:28]2[C:29]3[C:34](=[CH:33][CH:32]=[CH:31][C:30]=3[CH3:35])[N:26]([CH3:25])[CH:27]=2)[C:10]1=[O:22])[CH2:5][CH2:6][CH2:7][CH3:8] |f:1.2,3.4.5|. Procedure: To a mixture of (S)-2-(6-methoxy-2,4-dioxo-1,4-dihydro-2H-quinazolin-3-yl)-hexanoic acid methyl ester (100 mg, 0.31 mmol) and (1,4-dimethyl-1H-indol-3-ylmethyl)-trimethylammonium iodide (160 mg, 0.47 mmol) in DMF (2.5 mL) is added K2CO3 (100 mg, 0.72 mmol). The mixture is stirred at 60° C. for 4 hours. The reaction mixture is allowed to cool to room temperature, diluted with EtOAc (50 mL) and washed with H2O (50 mL×3). The organic layer is dried over sodium sulfate and is concentrated. The resul... Starting materials: ClC1=CC=C(C(=O)C2=C(C=CC=C2)C=2C(=NOC2C)C=O)C=C1 (4-(2-(4-chlorobenzoyl)phenyl)-5-methylisoxazole-3-carbaldehyde), C1CCOC1 (THF), [Cl-].[NH4+] (ammonium chloride), C[Mg]Cl (methylmagnesium chloride). Solvent: O (water). Yields the product ClC1=CC=C(C=C1)C(=O)C1=C(C=CC=C1)C=1C(=NOC1C)C(C)O ((4-chlorophenyl)(2-(3-(1-hydroxyethyl)-5-methylisoxazol-4-yl)phenyl)methanone). Reaction SMILES: [Cl:1][C:2]1[CH:23]=[CH:22][C:5]([C:6]([C:8]2[CH:13]=[CH:12][CH:11]=[CH:10][C:9]=2[C:14]2[C:15]([CH:20]=[O:21])=[N:16][O:17][C:18]=2[CH3:19])=[O:7])=[CH:4][CH:3]=1.[CH2:24]1COCC1.C[Mg]Cl.[Cl-].[NH4+]>O>[Cl:1][C:2]1[CH:3]=[CH:4][C:5]([C:6]([C:8]2[CH:13]=[CH:12][CH:11]=[CH:10][C:9]=2[C:14]2[C:15]([CH:20]([OH:21])[CH3:24])=[N:16][O:17][C:18]=2[CH3:19])=[O:7])=[CH:22][CH:23]=1 |f:3.4|. Procedure details: To a resealable vial was added 4-(2-(4-chlorobenzoyl)phenyl)-5-methylisoxazole-3-carbaldehyde from Example 15 (0.100 g, 0.307 mmol) and THF (2.0 mL). The vial was sealed and cooled to −78° C. before addition of methylmagnesium chloride (0.107 mL, 0.322 mmol). The reaction was stirred at −78° C. for 30 min before addition of ammonium chloride solution and water. The aqueous was extracted with EtOAc and the combined layers washed with brine, dried over Na2SO4, filtered, and concentrated to afford ... RXN SMILES: [Cl:1][C:2]1[CH:7]=[CH:6][C:5]([CH2:8][C:9]([OH:11])=O)=[CH:4][CH:3]=1.[CH2:12]([O:16][C:17](=[O:28])[C@H:18]([CH3:27])[NH:19]C(=O)CC(C)CC)[CH:13]([CH3:15])[CH3:14]>>[CH2:12]([O:16][C:17](=[O:28])[C@H:18]([CH3:27])[NH:19][C:9](=[O:11])[CH2:8][C:5]1[CH:4]=[CH:3][C:2]([Cl:1])=[CH:7][CH:6]=1)[CH:13]([CH3:15])[CH3:14]. The reactants are ClC1=CC=C(C=C1)CC(=O)O (4-chlorophenylacetic acid), C(C(C)C)OC([C@@H](NC(CC(CC)C)=O)C)=O (N-(3-methylpentanoyl)-L-alanine iso-butyl ester). Product: C(C(C)C)OC([C@@H](NC(CC1=CC=C(C=C1)Cl)=O)C)=O (N-[(4-chlorophenyl)acetyl]-L-alanine iso-butyl ester). Reported procedure: Following General Procedure B and using 4-chlorophenylacetic acid (Aldrich) and L-alanine iso-butyl ester hydrochloride (from Example 3 above), the title compound was prepared as a solid having a melting point of 111°-113° C. The reaction was monitored by tlc on silica gel and purification was by extraction with Et2O followed by washes with aqueous K2CO3 and aqueous HCl. Starting materials: CCN=C=NCCCN(C)C, CCN(C(C)C)C(C)C, Cl, Cl, O=C(O)c1cc(-c2ccccc2F)on1, CC(=O)c1ccccc1F, NCC(=O)N1CCC(Oc2cccc(C(F)(F)F)c2)CC1, CN(C)C=O, O, On1nnc2ccccc21. The product is O=C(NCC(=O)N1CCC(Oc2cccc(C(F)(F)F)c2)CC1)c1cc(-c2ccccc2F)on1. As a reaction SMILES: [CH3:45][CH2:46][N:47]=[C:48]=[N:49][CH2:50][CH2:51][CH2:52][N:53]([CH3:54])[CH3:55].[CH:1]([N:2]([CH2:3][CH3:4])[CH:5]([CH3:6])[CH3:7])([CH3:8])[CH3:9].[ClH:56].[ClH:57].[F:10][c:11]1[c:12](-[c:17]2[cH:18][c:19]([C:22](=[O:23])[OH:24])[n:20][o:21]2)[cH:13][cH:14][cH:15][cH:16]1.[F:25][c:26]1[cH:27][cH:28][cH:29][cH:30][c:31]1[C:32](=[O:33])[CH3:34].[NH2:58][CH2:59][C:60](=[O:61])[N:62]1[CH2:63][CH2:64][CH:65]([O:68][c:69]2[cH:70][c:71]([C:75]([F:76])([F:77])[F:78])[cH:72][cH:73][cH:74]2)[CH2:66][CH2:67]1.[O:79]=[CH:80][N:81]([CH3:82])[CH3:83].[OH2:84].[OH:35][n:36]1[c:37]2[c:38]([cH:39][cH:40][cH:41][cH:42]2)[n:43][n:44]1>>[F:10][c:11]1[c:12](-[c:17]2[cH:18][c:19]([C:22](=[O:24])[NH:58][CH2:59][C:60](=[O:61])[N:62]3[CH2:63][CH2:64][CH:65]([O:68][c:69]4[cH:70][c:71]([C:75]([F:76])([F:77])[F:78])[cH:72][cH:73][cH:74]4)[CH2:66][CH2:67]3)[n:20][o:21]2)[cH:13][cH:14][cH:15][cH:16]1. Reactants: CC(=O)C (acetone), ClCCC(=O)O (3-chloropropionic acid), C1(=CC=CC=C1)P(C1=CC=CC=C1)C1=CC=CC=C1 (triphenylphosphine), CCOCC (Et2O). Run in C(Cl)(Cl)Cl (CHCl3). Run at temperature 95 celsius, time 2 hour. Product: [Cl-].C(=O)(O)CC[P+](C1=CC=CC=C1)(C1=CC=CC=C1)C1=CC=CC=C1 ((2-carboxyethyl)triphenylphosphonium chloride). As a reaction SMILES: [Cl:1][CH2:2][CH2:3][C:4]([OH:6])=[O:5].[C:7]1([P:13]([C:20]2[CH:25]=[CH:24][CH:23]=[CH:22][CH:21]=2)[C:14]2[CH:19]=[CH:18][CH:17]=[CH:16][CH:15]=2)[CH:12]=[CH:11][CH:10]=[CH:9][CH:8]=1.CCOCC.CC(C)=O>C(Cl)(Cl)Cl>[Cl-:1].[C:4]([CH2:3][CH2:2][P+:13]([C:14]1[CH:15]=[CH:16][CH:17]=[CH:18][CH:19]=1)([C:20]1[CH:25]=[CH:24][CH:23]=[CH:22][CH:21]=1)[C:7]1[CH:8]=[CH:9][CH:10]=[CH:11][CH:12]=1)([OH:6])=[O:5] |f:5.6|. Procedure details: A mixture of 5.4 g (50 mmol) of 3-chloropropionic acid and 13.1 g (50 mmol) of triphenylphosphine were heated for 2 hours at 145° C. and 2 hours at 95° C. The product, a glassy solid, was dissolved in 200 mL of CHCl3, to which was added 100 mL of Et2O. The volume was reduced to 250 mL. 5 mL of acetone was added to the solution. After 2 hours, 10.98 g of a solid was collected and used immediately in the manner described in Example 29, below. The reactants are ClC1=NC=2CCCCC2C(=N1)Cl (2, 4-Dichloro-5,6,7,8-tetrahydroquinazoline), [NH4+].[OH-] (NH4OH). The reagents and catalysts are [Zn] (Zinc). Run in C(Cl)Cl (methylene chloride), [Cl-].[Na+].O (brine). The product is ClC1=NC=2CCCCC2C=N1 (2-Chloro-5,6,7,8-tetrahydroquinazoline). RXN SMILES: [Cl:1][C:2]1[N:11]=[C:10](Cl)[C:9]2[CH2:8][CH2:7][CH2:6][CH2:5][C:4]=2[N:3]=1.[NH4+].[OH-]>C(Cl)Cl.[Cl-].[Na+].O.[Zn]>[Cl:1][C:2]1[N:11]=[CH:10][C:9]2[CH2:8][CH2:7][CH2:6][CH2:5][C:4]=2[N:3]=1 |f:1.2,4.5.6|. Procedure details: 2, 4-Dichloro-5,6,7,8-tetrahydroquinazoline (4 g) is dissolved in 50 mL of methylene chloride and the resulting solution covered with 9% NH4OH in saturated brine. Zinc (4 g) is added and the resulting mixture gently refluxed overnight. After filtration through celite, the organic layer is washed with water, dried and concentrated.